Dataset: the Open Reaction Database (ORD), a public repository of structured organic reaction records. Task: describe an organic reaction: reactants, conditions, products, and yield Starting materials: C(C)O (ethanol), S=C1NC=2C=CC=CC2C=2N1N=C(C2)C(=O)O (5,6-Dihydro-5-thioxopyrazolo[1,5-c]quinazoline-2-carboxylic acid), P(Cl)(Cl)(Cl)(Cl)Cl (phosphorus pentachloride), N1=CC=CC=C1 (pyridine). The solvent is C(Cl)Cl (methylene chloride). Product: S=C1NC=2C=CC=CC2C=2N1N=C(C2)C(=O)OCC (5,6-Dihydro-5-thioxopyrazolo[1,5-c]quinazoline-2-carboxylic acid, ethyl ester). Reaction SMILES: [S:1]=[C:2]1[N:11]2[N:12]=[C:13]([C:15]([OH:17])=[O:16])[CH:14]=[C:10]2[C:9]2[CH:8]=[CH:7][CH:6]=[CH:5][C:4]=2[NH:3]1.P(Cl)(Cl)(Cl)(Cl)Cl.N1C=CC=[CH:26][CH:25]=1.C(O)C>C(Cl)Cl>[S:1]=[C:2]1[N:11]2[N:12]=[C:13]([C:15]([O:17][CH2:25][CH3:26])=[O:16])[CH:14]=[C:10]2[C:9]2[CH:8]=[CH:7][CH:6]=[CH:5][C:4]=2[NH:3]1. Procedure details: 1.5 g (0.006 mole) of 5,6-dihydro-5-thioxopyrazolo-[1,5-c]quinazoline-2-carboxylic acid (prepared as described in Example 1) and 1.26 g (1 equivalent) of phosphorus pentachloride are heated together in 50 ml of methylene chloride at 60° for 30 minutes. The reaction mixture is cooled and the solvent stripped off and replaced with 50 ml of dry pyridine. The solution is treated with 1.1 ml of absolute ethanol and refluxed under N2 for 2 hours. Reactants: C1CCNC1, O=C1CCc2c(Cl)cccc2C1, Cc1ccc(S(=O)(=O)O)cc1, c1ccccc1. The product is Clc1cccc2c1CCC(N1CCCC1)=C2. RXN SMILES: [CH2:13]1[CH2:14][CH2:15][NH:16][CH2:17]1.[Cl:1][c:2]1[c:3]2[c:8]([cH:9][cH:10][cH:11]1)[CH2:7][C:6](=[O:12])[CH2:5][CH2:4]2.[c:18]1([CH3:19])[cH:20][cH:21][c:22]([S:23]([OH:24])(=[O:25])=[O:26])[cH:27][cH:28]1.[cH:29]1[cH:30][cH:31][cH:32][cH:33][cH:34]1>>[Cl:1][c:2]1[c:3]2[c:8]([cH:9][cH:10][cH:11]1)[CH:7]=[C:6]([N:16]1[CH2:15][CH2:14][CH2:13][CH2:17]1)[CH2:5][CH2:4]2. Reactants: C1CCOC1, COC(=O)Cc1ccc(NC(=O)Nc2ccccc2Cl)c(Cl)c1, [Na+], [OH-]. Yields the product O=C(O)Cc1ccc(NC(=O)Nc2ccccc2Cl)c(Cl)c1. RXN SMILES: [CH2:26]1[O:27][CH2:28][CH2:29][CH2:30]1.[Cl:1][c:2]1[cH:3][c:4]([CH2:19][C:20](=[O:21])[O:22][CH3:23])[cH:5][cH:6][c:7]1[NH:8][C:9](=[O:10])[NH:11][c:12]1[c:13]([Cl:18])[cH:14][cH:15][cH:16][cH:17]1.[Na+:25].[OH-:24]>>[Cl:1][c:2]1[cH:3][c:4]([CH2:19][C:20](=[O:21])[OH:22])[cH:5][cH:6][c:7]1[NH:8][C:9](=[O:10])[NH:11][c:12]1[c:13]([Cl:18])[cH:14][cH:15][cH:16][cH:17]1. The reactants are C1CCOC1, CCOC(C)=O, [H-], CI, [Na+], c1ccc(-c2c[nH]cn2)cc1. Product: Cn1cncc1-c1ccccc1. Reaction SMILES: [CH2:16]1[O:17][CH2:18][CH2:19][CH2:20]1.[CH3:21][CH2:22][O:23][C:24]([CH3:25])=[O:26].[H-:13].[I:14][CH3:15].[Na+:12].[c:1]1(-[c:7]2[n:8][cH:9][nH:10][cH:11]2)[cH:2][cH:3][cH:4][cH:5][cH:6]1>>[c:1]1(-[c:7]2[n:8]([CH3:15])[cH:9][n:10][cH:11]2)[cH:2][cH:3][cH:4][cH:5][cH:6]1. The reactants are COC(=O)CCCBr, O=C([O-])[O-], ClCCl, [Cs+], [Cs+], CN(C)C=O, c1ccc(C2(c3ccc4nc(-c5ccc6[nH]ccc6c5)sc4n3)CC2)cc1. Yields the product COC(=O)CCCn1ccc2cc(-c3nc4ccc(C5(c6ccccc6)CC5)nc4s3)ccc21. RXN SMILES: [Br:34][CH2:35][CH2:36][CH2:37][C:38](=[O:39])[O:40][CH3:41].[C:28](=[O:29])([O-:30])[O-:31].[Cl:47][CH2:48][Cl:49].[Cs+:32].[Cs+:33].[O:42]=[CH:43][N:44]([CH3:45])[CH3:46].[nH:1]1[cH:2][cH:3][c:4]2[cH:5][c:6](-[c:10]3[s:11][c:12]4[n:13][c:14]([C:19]5([c:22]6[cH:23][cH:24][cH:25][cH:26][cH:27]6)[CH2:20][CH2:21]5)[cH:15][cH:16][c:17]4[n:18]3)[cH:7][cH:8][c:9]12>>[n:1]1([CH2:35][CH2:36][CH2:37][C:38](=[O:39])[O:40][CH3:41])[cH:2][cH:3][c:4]2[cH:5][c:6](-[c:10]3[s:11][c:12]4[n:13][c:14]([C:19]5([c:22]6[cH:23][cH:24][cH:25][cH:26][cH:27]6)[CH2:20][CH2:21]5)[cH:15][cH:16][c:17]4[n:18]3)[cH:7][cH:8][c:9]12. The reactants are C1COCCN1, CN(CCCl)c1ccc2c(c1)COC2=C1C(=O)Nc2ccccc21, CN(C)C=O, O. Yields the product CN(CCN1CCOCC1)c1ccc2c(c1)COC2=C1C(=O)Nc2ccccc21. RXN SMILES: [CH2:25]1[CH2:26][O:27][CH2:28][CH2:29][NH:30]1.[Cl:1][CH2:2][CH2:3][N:4]([c:5]1[cH:6][c:7]2[c:11]([cH:12][cH:13]1)[C:10](=[C:14]1[C:15](=[O:23])[NH:16][c:17]3[cH:18][cH:19][cH:20][cH:21][c:22]31)[O:9][CH2:8]2)[CH3:24].[O:32]=[CH:33][N:34]([CH3:35])[CH3:36].[OH2:31]>>[CH2:2]([CH2:3][N:4]([c:5]1[cH:6][c:7]2[c:11]([cH:12][cH:13]1)[C:10](=[C:14]1[C:15](=[O:23])[NH:16][c:17]3[cH:18][cH:19][cH:20][cH:21][c:22]31)[O:9][CH2:8]2)[CH3:24])[N:30]1[CH2:25][CH2:26][O:27][CH2:28][CH2:29]1. Starting materials: NC=1SC=C(N1)/C(/C(=O)N[C@H]1[C@@H]2N(C(=C(CS2)COC(CC(C)=O)=O)C(=O)O)C1=O)=N/OC (7β(2-(2-Aminothiazole-4-yl)-2(Z)-methoxyiminoacetamido]-3-(3-oxobutyryloxymethyl)-3-cephem-4-carboxylic acid), N=1C=NN2C1C=CC=C2 ([1,2,4]triazolo[1,5-a]pyridine). The product is NC=1SC=C(N1)/C(/C(=O)N[C@H]1[C@@H]2N(C(=C(CS2)C[N+]=2C=NN3C2C=CC=C3)C(=O)[O-])C1=O)=N/OC (7β-[2-(2-Aminothiazol-4-yl)-2(Z)-methoxyiminoacetamido]-3-[([1,2,4]triazolo[1,5-a]pyridinium--1-yl)methyl]-3-cephem-4-carboxylate). Reaction SMILES: [NH2:1][C:2]1[S:3][CH:4]=[C:5](/[C:7](=[N:31]/[O:32][CH3:33])/[C:8]([NH:10][C@@H:11]2[C:29](=[O:30])[N:13]3[C:14]([C:26]([OH:28])=[O:27])=[C:15]([CH2:18]OC(=O)CC(=O)C)[CH2:16][S:17][C@H:12]23)=[O:9])[N:6]=1.[N:34]1[CH:35]=[N:36][N:37]2[CH:42]=[CH:41][CH:40]=[CH:39][C:38]=12>>[NH2:1][C:2]1[S:3][CH:4]=[C:5](/[C:7](=[N:31]/[O:32][CH3:33])/[C:8]([NH:10][C@@H:11]2[C:29](=[O:30])[N:13]3[C:14]([C:26]([O-:28])=[O:27])=[C:15]([CH2:18][N+:34]4[CH:35]=[N:36][N:37]5[CH:42]=[CH:41][CH:40]=[CH:39][C:38]=45)[CH2:16][S:17][C@H:12]23)=[O:9])[N:6]=1. Procedure: 7β(2-(2-Aminothiazole-4-yl)-2(Z)-methoxyiminoacetamido]-3-(3-oxobutyryloxymethyl)-3-cephem-4-carboxylic acid and [1,2,4]triazolo[1,5-a]pyridine are treated in a way analogous to that in Example 1 to yield the desired compound.